describe an organic reaction: reactants, conditions, products, and yield From a dataset of the Open Reaction Database (ORD), a public repository of structured organic reaction records. Reactants: Cc1cc2cn[nH]c2c2c1NC(=O)C2=O, Cl, [Na+], [OH-], OO. Yields the product Cc1cc2cn[nH]c2c(C(=O)O)c1N. RXN SMILES: [CH3:1][c:2]1[cH:3][c:4]2[cH:5][n:6][nH:7][c:8]2[c:9]2[c:10]1[NH:11][C:12](=[O:15])[C:13]2=[O:14].[ClH:18].[Na+:20].[OH-:19].[OH:16][OH:17]>>[CH3:1][c:2]1[cH:3][c:4]2[cH:5][n:6][nH:7][c:8]2[c:9]([C:13]([OH:14])=[O:16])[c:10]1[NH2:11]. Isolated yield 95.0%. The product is Cl.BrC1=C(C=CC2=CC=CC=C12)COC1CCNCC1 (4-[(1-Bromo-2-naphthalenyl) methoxy]piperidine hydrochloride). RXN SMILES: [Br:1][C:2]1[C:11]2[C:6](=[CH:7][CH:8]=[CH:9][CH:10]=2)[CH:5]=[CH:4][C:3]=1[CH2:12][O:13][CH:14]1[CH2:19][CH2:18][N:17](C(OC(C)(C)C)=O)[CH2:16][CH2:15]1.[ClH:27].O1CCOCC1>>[ClH:27].[Br:1][C:2]1[C:11]2[C:6](=[CH:7][CH:8]=[CH:9][CH:10]=2)[CH:5]=[CH:4][C:3]=1[CH2:12][O:13][CH:14]1[CH2:19][CH2:18][NH:17][CH2:16][CH2:15]1 |f:1.2,3.4|. Procedure: A solution of 15 (1.117 g, 2.65 mmole) in 4N HCl/dioxane (10 ml) was stirred at room temperature for 1 hr. The solvent was evaporated in vacuo to give a white precipitant which upon washing repeatedly with hexane gave 0.9 g of 1 (2.53 mmole) (95%). Anal (C16H19BrClNO) C,H,N. For chromatographic and spectral analysis, 0.7 g of 1 was dissolved in water (30 ml) and the solution was made basic with conc NH4OH. The resulting oily precipitate was extracted with CH2Cl2 (3×50 ml). The CH2Cl2 fraction wa... Starting materials: BrC1=C(C=CC2=CC=CC=C12)COC1CCN(CC1)C(=O)OC(C)(C)C (4-[(1-Bromo-2-naphthalenyl) methoxy]-N-[tert-butoxycarbonyl]piperidine), Cl.O1CCOCC1 (HCl dioxane).